Dataset: the Open Reaction Database (ORD), a public repository of structured organic reaction records. Task: describe an organic reaction: reactants, conditions, products, and yield Reactants: [BH4-], CC(C)(C)OC(=O)N1CC(C(=O)O)C1, CN1CCOCC1, CCOC(=O)Cl, [Na+], C1CCOC1, O. Product: CC(C)(C)OC(=O)N1CC(CO)C1. As a reaction SMILES: [BH4-:28].[C:1](=[O:2])([O:3][C:4]([CH3:5])([CH3:6])[CH3:7])[N:8]1[CH2:9][CH:10]([C:12](=[O:13])[OH:14])[CH2:11]1.[CH3:15][N:16]1[CH2:17][CH2:18][O:19][CH2:20][CH2:21]1.[Cl:22][C:23]([O:24][CH2:25][CH3:26])=[O:27].[Na+:29].[O:30]1[CH2:31][CH2:32][CH2:33][CH2:34]1.[OH2:35]>>[C:1](=[O:2])([O:3][C:4]([CH3:5])([CH3:6])[CH3:7])[N:8]1[CH2:9][CH:10]([CH2:12][OH:13])[CH2:11]1. Starting materials: COC1=CC=C(CN2N=CC(=C(C2=O)NC)C(=O)N(C)OC)C=C1 (1-(4-Methoxybenzyl)-N-methoxy-N-methyl-5-(methylamino)-6-oxo-1,6-dihydropyridazine-4-carboxamide), [H-].[H-].[H-].[H-].[Li+].[Al+3] (LAH). Solvent: C1CCOC1 (THF), C1CCOC1 (THF). Run at temperature 0 celsius, time 1 hour. Yields the product COC1=CC=C(CN2N=CC(=C(C2=O)NC)C=O)C=C1 (1-(4-methoxybenzyl)-5-(methylamino)-6-oxo-1,6-dihydropyridazine-4-carbaldehyde). As a reaction SMILES: [CH3:1][O:2][C:3]1[CH:24]=[CH:23][C:6]([CH2:7][N:8]2[C:13](=[O:14])[C:12]([NH:15][CH3:16])=[C:11]([C:17](N(OC)C)=[O:18])[CH:10]=[N:9]2)=[CH:5][CH:4]=1.[H-].[H-].[H-].[H-].[Li+].[Al+3]>C1COCC1>[CH3:1][O:2][C:3]1[CH:4]=[CH:5][C:6]([CH2:7][N:8]2[C:13](=[O:14])[C:12]([NH:15][CH3:16])=[C:11]([CH:17]=[O:18])[CH:10]=[N:9]2)=[CH:23][CH:24]=1 |f:1.2.3.4.5.6|. Procedure details: A solution of 1-(4-methoxybenzyl)-N-methoxy-N-methyl-5-(methylamino)-6-oxo-1,6-dihydropyridazine-4-carboxamide (3) (4.60 g, 13.8 mmol) in THF (50.0 mL) was treated with 1.0 M LAH in THF (15 mL, 15 mmol) at −78° C. The mixture was stirred at 0° C. for 1 h then quenched carefully at 0° C. with MeOH (1.0 mL), followed by water (1.0 mL) and 1 M aq HCl (1.0 mL). The resulting suspension was filtered and the filtrate was concentrated in vacuo to give 1-(4-methoxybenzyl)-5-(methylamino)-6-oxo-1,6-dihyd... Reactants: COC(CN(C(=O)OC(C)(C)C)CC=C)=O (N-(t-butoxycarbonyl)-allylglycine methyl ester), N1=C(C=CC=C1C)C (2,6-lutidine), [Si](C)(C)(C(C)(C)C)OS(=O)(=O)C(F)(F)F (t-butyldimethylsilyltrifluoromethane sulfonate), [Cl-].[NH4+] (ammonium chloride). Run in C(Cl)Cl (methylene chloride). Reaction conditions: time 15 minute. Yields the product [Si](C)(C)(C(C)(C)C)OC(=O)NC(C(=O)OC)CC=C (Methyl N-(t-butyldimethylsilyloxycarbonyl)-2-amino-4-pentenoate). As a reaction SMILES: [CH3:1][O:2][C:3](=[O:16])[CH2:4][N:5](CC=C)[C:6]([O:8]C(C)(C)C)=[O:7].N1[C:22]([CH3:23])=[CH:21]C=CC=1C.[Si:25](OS(C(F)(F)F)(=O)=O)([C:28]([CH3:31])([CH3:30])[CH3:29])([CH3:27])[CH3:26].[Cl-].[NH4+]>C(Cl)Cl>[Si:25]([O:8][C:6]([NH:5][CH:4]([CH2:23][CH:22]=[CH2:21])[C:3]([O:2][CH3:1])=[O:16])=[O:7])([C:28]([CH3:31])([CH3:30])[CH3:29])([CH3:27])[CH3:26] |f:3.4|. Reported procedure: To a methylene chloride solution (1.5 ml) of N-(t-butoxycarbonyl)-allylglycine methyl ester (183 mg, 0.8 mmol) and 2,6-lutidine (0.186 ml, 1.6 mmol) was added t-butyldimethylsilyltrifluoromethane sulfonate (TBDMSOTf) (0.275 ml, 1.2 mmol) at room temperature in a nitrogen atmosphere. After the mixture was stirred for 15 minutes, a saturated aqueous solution of ammonium chloride (3 ml) was added to quench the reaction and extraction with ether was conducted. The organic layer was dried over anhydr... Reactants: CO (MeOH), IC=1C2=C(C(=NC1)N)C(=CS2)C=2C=C1CCN(C1=CC2)C(CC2=CC=CC=C2)=O (7-iodo-3-[1-(phenylacetyl)-2,3-dihydro-1H-indol-5-yl]thieno[3,2-c]pyridin-4-amine), N1=CC=C(C=C1)B(O)O (pyridine-4-boronic acid), pinacol ester, C([O-])(O)=O.[Na+] (sodium bicarbonate). Reagents/catalysts: C1=CC=C(C=C1)P([C-]2C=CC=C2)C3=CC=CC=C3.C1=CC=C(C=C1)P([C-]2C=CC=C2)C3=CC=CC=C3.Cl[Pd]Cl.[Fe+2].C(Cl)Cl (PdCl2(dppf) CH2Cl2). The solvent is CCOC(=O)C (EtOAc), O1CCOCC1 (1,4-Dioxane). Conditions: temperature 120 celsius, time 30 minute. Product: C1(=CC=CC=C1)CC(=O)N1CCC2=CC(=CC=C12)C1=CSC2=C1C(=NC=C2C2=CC=NC=C2)N (3-[1-(phenylacetyl)-2,3-dihydro-1H-indol-5-yl]-7-(4-pyridinyl)thieno[3,2-c]pyridin-4-amine). Yield: 68.6%. Reaction SMILES: I[C:2]1[C:3]2[S:11][CH:10]=[C:9]([C:12]3[CH:13]=[C:14]4[C:18](=[CH:19][CH:20]=3)[N:17]([C:21](=[O:29])[CH2:22][C:23]3[CH:28]=[CH:27][CH:26]=[CH:25][CH:24]=3)[CH2:16][CH2:15]4)[C:4]=2[C:5]([NH2:8])=[N:6][CH:7]=1.[N:30]1[CH:35]=[CH:34][C:33](B(O)O)=[CH:32][CH:31]=1.C(=O)(O)[O-].[Na+].CO>O1CCOCC1.CCOC(C)=O.C1C=CC(P(C2C=CC=CC=2)[C-]2C=CC=C2)=CC=1.C1C=CC(P(C2C=CC=CC=2)[C-]2C=CC=C2)=CC=1.Cl[Pd]Cl.[Fe+2].C(Cl)Cl>[C:23]1([CH2:22][C:21]([N:17]2[C:18]3[C:14](=[CH:13][C:12]([C:9]4[C:4]5[C:5]([NH2:8])=[N:6][CH:7]=[C:2]([C:33]6[CH:34]=[CH:35][N:30]=[CH:31][CH:32]=6)[C:3]=5[S:11][CH:10]=4)=[CH:20][CH:19]=3)[CH2:15][CH2:16]2)=[O:29])[CH:28]=[CH:27][CH:26]=[CH:25][CH:24]=1 |f:2.3,7.8.9.10.11|. Procedure details: A mixture of 7-iodo-3-[1-(phenylacetyl)-2,3-dihydro-1H-indol-5-yl]thieno[3,2-c]pyridin-4-amine (101 mg, 0.198 mmol), pyridine-4-boronic acid, pinacol ester (53 mg, 0.258 mmol), and PdCl2(dppf)-CH2Cl2 adduct (8 mg, 9.80 μmol) in 1,4-Dioxane (1.5 mL) and saturated aqueous sodium bicarbonate (0.6 mL, 0.600 mmol) was degassed with Nitrogen for 10 minutes in a microwave vial. The vial was then capped and the mixture was stirred at 120° C. in the microwave for 30 min. LCMS showed complete conversion t... The reactants are NC1=C(C=O)C=CC=C1 (aminobenzaldehyde), C(C)(=O)O (acetic acid), CC(=O)C (acetone). Solvent: O (water). Reaction conditions: time 1 hour. Product: C(C)(C)NC1=CC(=C(C=O)C=C1)C (4-isopropylamino-2-methylbenzaldehyde). Isolated yield 80.0%. Reaction SMILES: [NH2:1][C:2]1[CH:9]=[CH:8][CH:7]=[CH:6][C:3]=1C=O.[C:10]([OH:13])(=O)[CH3:11].[CH3:14][C:15]([CH3:17])=O>O>[CH:15]([NH:1][C:2]1[CH:3]=[CH:6][C:11]([CH:10]=[O:13])=[C:8]([CH3:7])[CH:9]=1)([CH3:17])[CH3:14]. Procedure details: In a 500-ml flask, place 46.05 g (0.2 m) of the blocked aminobenzaldehyde, 125 ml of acetic acid and 23.23 g (0.4 m) of acetone. Heat the mixture to 30 C. Add 11.78 g (0.2 m) of borane-dimethylamine complex slowly keeping the temperature below 50 C. Stir the mixture at 50 C. for 1 hour, and cool to room temperature. Add 200 ml of water and stir for 15 minutes. Collect solids, wash with water, and deliquor as much as possible. In a 500-ml flask, place the wet intermediate, 100 ml of methanol, and...